From a dataset of the Open Reaction Database (ORD), a public repository of structured organic reaction records. describe an organic reaction: reactants, conditions, products, and yield Starting materials: [OH-].[Na+] (sodium hydroxide), O (water), [H-].[Al+3].[Li+].[H-].[H-].[H-] (lithium aluminum hydride), [H-].[Al+3].[Li+].[H-].[H-].[H-] (lithium aluminum hydride), O (water), C(C(C)(C)C)C1=CC=C(C(=O)O)C=C1 (4-neopentylbenzoic acid). The solvent is O1CCCC1 (tetrahydrofuran), O1CCCC1 (tetrahydrofuran). Conditions: time 8 hour. Yields the product C(C(C)(C)C)C1=CC=C(CO)C=C1 (4-neopentylbenzyl alcohol). As a reaction SMILES: [H-].[Al+3].[Li+].[H-].[H-].[H-].[CH2:7]([C:12]1[CH:20]=[CH:19][C:15]([C:16](O)=[O:17])=[CH:14][CH:13]=1)[C:8]([CH3:11])([CH3:10])[CH3:9].O.[OH-].[Na+]>O1CCCC1>[CH2:7]([C:12]1[CH:20]=[CH:19][C:15]([CH2:16][OH:17])=[CH:14][CH:13]=1)[C:8]([CH3:11])([CH3:10])[CH3:9] |f:0.1.2.3.4.5,8.9|. Procedure: To a suspension of lithium aluminum hydride (1.13 g, 29.9 mmol) in tetrahydrofuran (50 ml) was added dropwise a solution of 4-neopentylbenzoic acid (3.830 g, 19.92 mmol) in tetrahydrofuran (30 ml) under ice-cooling, and the mixture was stirred overnight at room temperature. After ice-cooling the reaction solution, water (1 ml), a 15% aqueous sodium hydroxide solution (1 ml) and water (2.5 ml) were successively added dropwise to decompose excess lithium aluminum hydride. The mixture was stirred a... Starting materials: [BH3-]C#N, Cc1cc(C)c(CNC(=O)c2cc(C3=CCN(C(=O)C4CCCNC4)CC3)nc3c2cnn3C(C)C)c(=O)[nH]1, CO, [Na+]. Product: Cc1cc(C)c(CNC(=O)c2cc(C3=CCN(C(=O)C4CCCN(C)C4)CC3)nc3c2cnn3C(C)C)c(=O)[nH]1. RXN SMILES: [C:40]([BH3-:41])#[N:42].[CH3:1][c:2]1[c:3]([CH2:10][NH:11][C:12](=[O:13])[c:14]2[c:15]3[c:16]([n:17][c:18]([C:20]4=[CH:25][CH2:24][N:23]([C:26](=[O:27])[CH:28]5[CH2:29][NH:30][CH2:31][CH2:32][CH2:33]5)[CH2:22][CH2:21]4)[cH:19]2)[n:34]([CH:37]([CH3:38])[CH3:39])[n:35][cH:36]3)[c:4](=[O:9])[nH:5][c:6]([CH3:8])[cH:7]1.[CH3:44][OH:45].[Na+:43]>>[CH3:1][c:2]1[c:3]([CH2:10][NH:11][C:12](=[O:13])[c:14]2[c:15]3[c:16]([n:17][c:18]([C:20]4=[CH:25][CH2:24][N:23]([C:26](=[O:27])[CH:28]5[CH2:29][N:30]([CH3:40])[CH2:31][CH2:32][CH2:33]5)[CH2:22][CH2:21]4)[cH:19]2)[n:34]([CH:37]([CH3:38])[CH3:39])[n:35][cH:36]3)[c:4](=[O:9])[nH:5][c:6]([CH3:8])[cH:7]1. Reactants: C(C=1C(S)=CC=CC1)(=O)OC (methyl thiosalicylate), [H-].[Na+] (NaH), O (water), [H-].[Na+] (NaH), ClCC(=O)C1=C(C=C(C=C1OC)OC)F (2-Chloro-1-(2-fluoro-4,6-dimethoxy-phenyl)-ethanone). Product: COC1=CC2=C(C(C=3SC=4C=CC=CC4C3O2)=O)C(=C1)OC (7,9-Dimethoxy-5-oxa-11-thia-benzo[b]fluoren-10-one). RXN SMILES: [C:1]([O:10][CH3:11])(=O)[C:2]1[C:3](=[CH:5][CH:6]=[CH:7][CH:8]=1)[SH:4].[H-].[Na+].Cl[CH2:15][C:16]([C:18]1[C:23]([O:24][CH3:25])=[CH:22][C:21]([O:26][CH3:27])=[CH:20]C=1F)=[O:17].O>CN(C=O)C>[CH3:27][O:26][C:21]1[CH:22]=[C:23]([O:24][CH3:25])[C:18]2[C:16](=[O:17])[C:15]3[S:4][C:3]4[CH:5]=[CH:6][CH:7]=[CH:8][C:2]=4[C:1]=3[O:10][C:11]=2[CH:20]=1 |f:1.2|. The yield is 40.8%. Reaction conditions: time 7.5 minute. Run in CN(C)C=O (DMF). Procedure: A solution consisting of methyl thiosalicylate 28 (0.67 g, 4.0 mmol) in DMF was treated with NaH (0.19 g, 4.8 mmol as a 60% dispersion in mineral oil) and stirred at rt for approximately 5-10 minutes and then Example 27 (1 g, 4.3 mmol) was added followed by additional NaH (0.4 g, 10 mmol, as a 60% dispersion in mineral oil) and the reaction was heated at 100° C. for 30 minutes. The crude reaction mixture was poured into water, filtered, and the solid product washed with additional water, MeOH an... Starting materials: [H-].[Na+] (sodium hydride), ClC=1C=C(C#N)C=C(C1)OC1=CC(=CC(=C1)O)Cl (3-chloro-5-(3-chloro-5-hydroxyphenoxy)benzonitrile), solid, NS(=O)(=O)C1=CC(=C(C=C1)NC(CBr)=O)Cl (N-[4-(aminosulfonyl)-2-chlorophenyl]-2-bromoacetamide). Run in CN(C)C=O (DMF). Reaction conditions: time 30 minute. Yields the product NS(=O)(=O)C1=CC(=C(C=C1)NC(COC1=CC(=CC(=C1)OC1=CC(=CC(=C1)C#N)Cl)Cl)=O)Cl (N-[4-(aminosulfonyl)-2-chlorophenyl]-2-[3-chloro-5-(3-chloro-5-cyanophenoxy)phenoxy]acetamide). As a reaction SMILES: [H-].[Na+].[Cl:3][C:4]1[CH:5]=[C:6]([CH:9]=[C:10]([O:12][C:13]2[CH:18]=[C:17]([OH:19])[CH:16]=[C:15]([Cl:20])[CH:14]=2)[CH:11]=1)[C:7]#[N:8].[NH2:21][S:22]([C:25]1[CH:30]=[CH:29][C:28]([NH:31][C:32](=[O:35])[CH2:33]Br)=[C:27]([Cl:36])[CH:26]=1)(=[O:24])=[O:23]>CN(C=O)C>[NH2:21][S:22]([C:25]1[CH:30]=[CH:29][C:28]([NH:31][C:32](=[O:35])[CH2:33][O:19][C:17]2[CH:18]=[C:13]([O:12][C:10]3[CH:9]=[C:6]([C:7]#[N:8])[CH:5]=[C:4]([Cl:3])[CH:11]=3)[CH:14]=[C:15]([Cl:20])[CH:16]=2)=[C:27]([Cl:36])[CH:26]=1)(=[O:24])=[O:23] |f:0.1|. Procedure details: Solid sodium hydride (18 mg, 0.458 mmol) was added in portions to a DMF solution of 128 mg (0.458 mmol) of 3-chloro-5-(3-chloro-5-hydroxyphenoxy)benzonitrile (B-4). This was stirred for 30 minutes at room temperature and then 75 mg (0.229 mmol) of solid N-[4-(aminosulfonyl)-2-chlorophenyl]-2-bromoacetamide (A-3) was added. The reaction was then stirred at 50° C. for 14 hours until an LC/MS analysis indicated that the reaction was complete. The product was purified by a reverse phase hplc column ... As a reaction SMILES: [CH3:1][N:2]1[CH2:10][C:9]2[C:4](=[C:5]([N+:20]([O-:22])=[O:21])[CH:6]=[CH:7][C:8]=2B2OC(C)(C)C(C)(C)O2)[C:3]1=[O:23].FC(F)(F)S(O[C:30]1[CH2:35][CH2:34][CH:33]([C:36]([O:38][CH2:39][CH3:40])=[O:37])[CH2:32][CH:31]=1)(=O)=O.C(=O)([O-])[O-].[K+].[K+].ClCCl.O1CCOCC1.O>C1C=CC(P([C]2[CH][CH][CH][CH]2)C2C=CC=CC=2)=CC=1.C1C=CC(P([C]2[CH][CH][CH][CH]2)C2C=CC=CC=2)=CC=1.Cl[Pd]Cl.[Fe]>[CH3:1][N:2]1[CH2:10][C:9]2[C:4](=[C:5]([N+:20]([O-:22])=[O:21])[CH:6]=[CH:7][C:8]=2[C:30]2[CH2:35][CH2:34][CH:33]([C:36]([O:38][CH2:39][CH3:40])=[O:37])[CH2:32][CH:31]=2)[C:3]1=[O:23] |f:2.3.4,8.9.10.11,^1:63,64,65,66,67,81,82,83,84,85|. Reported procedure: A mixture of 2-methyl-7-nitro-4-(4,4,5,5-tetramethyl-1,3,2-dioxaborolan-2-yl)-2,3-dihydro-1H-isoindol-1-one (1.50 g, 4.72 mmol), ethyl 4-{[(trifluoromethyl)sulfonyl]oxy}cyclohex-3-ene-1-carboxylate (1.57 g, 5.19 mmol), potassium carbonate (1.95 g, 14.1 mmol) and [1,1-bis(diphenylphosphino)ferrocene]dichloropalladium(II), complex with dichloromethane (1:1) (0.385 g, 0.472 mmol) in 1,4-dioxane (12.0 mL, 154 mmol) and H2O (3.00 mL, 166 mmol) was evacuated and refilled with Ar(g)((3×) and irradiated... Isolated yield 63.4%. Product: CN1C(C2=C(C=CC(=C2C1)C1=CCC(CC1)C(=O)OCC)[N+](=O)[O-])=O (Ethyl 4-(2-methyl-7-nitro-1-oxo-2,3-dihydro-1H-isoindol-4-yl)cyclohex-3-ene-1-carboxylate). Reactants: CN1C(C2=C(C=CC(=C2C1)B1OC(C(O1)(C)C)(C)C)[N+](=O)[O-])=O (2-methyl-7-nitro-4-(4,4,5,5-tetramethyl-1,3,2-dioxaborolan-2-yl)-2,3-dihydro-1H-isoindol-1-one), FC(S(=O)(=O)OC1=CCC(CC1)C(=O)OCC)(F)F (ethyl 4-{[(trifluoromethyl)sulfonyl]oxy}cyclohex-3-ene-1-carboxylate), C([O-])([O-])=O.[K+].[K+] (potassium carbonate), ClCCl (dichloromethane), O1CCOCC1 (1,4-dioxane), O (H2O). The reagents and catalysts are C1=CC=C(C=C1)P(C2=CC=CC=C2)[C]3[CH][CH][CH][CH]3.C1=CC=C(C=C1)P(C2=CC=CC=C2)[C]3[CH][CH][CH][CH]3.Cl[Pd]Cl.[Fe] ([1,1-bis(diphenylphosphino)ferrocene]dichloropalladium(II)). The reactants are COC1=CC=C(CN2N=C(C=3C2=NC=CC3OC3=C(C=C(C=C3)N)F)I)C=C1 (4-(1-(4-methoxybenzyl)-3-iodo-1H-pyrazolo[3,4-b]pyridin-4-yloxy)-3-fluorobenzenamine), N1(CCNCC1)C(=O)OC(C)(C)C (tert-butyl piperazine-1-carboxylate), N1[C@@H](CCC1)C(=O)O ((S)-pyrrolidine-2-carboxylic acid), C(=O)([O-])[O-].[K+].[K+] (K2CO3). The reagents and catalysts are [Cu]I (copper(I)iodide). Solvent: CS(=O)C (DMSO). Conditions: temperature 100 celsius, time 4 hour. The product is NC1=CC(=C(OC2=C3C(=NC=C2)N(N=C3N3CCN(CC3)C(=O)OC(C)(C)C)CC3=CC=C(C=C3)OC)C=C1)F (tert-butyl 4-(4-(4-amino-2-fluorophenoxy)-1-(4-methoxybenzyl)-1H-pyrazolo[3,4-b]pyridin-3-yl)piperazine-1-carboxylate). Isolated yield 56.7%. RXN SMILES: [CH3:1][O:2][C:3]1[CH:28]=[CH:27][C:6]([CH2:7][N:8]2[C:12]3=[N:13][CH:14]=[CH:15][C:16]([O:17][C:18]4[CH:23]=[CH:22][C:21]([NH2:24])=[CH:20][C:19]=4[F:25])=[C:11]3[C:10](I)=[N:9]2)=[CH:5][CH:4]=1.[N:29]1([C:35]([O:37][C:38]([CH3:41])([CH3:40])[CH3:39])=[O:36])[CH2:34][CH2:33][NH:32][CH2:31][CH2:30]1.N1CCC[C@H]1C(O)=O.C([O-])([O-])=O.[K+].[K+]>[Cu]I.CS(C)=O>[NH2:24][C:21]1[CH:22]=[CH:23][C:18]([O:17][C:16]2[CH:15]=[CH:14][N:13]=[C:12]3[N:8]([CH2:7][C:6]4[CH:27]=[CH:28][C:3]([O:2][CH3:1])=[CH:4][CH:5]=4)[N:9]=[C:10]([N:32]4[CH2:31][CH2:30][N:29]([C:35]([O:37][C:38]([CH3:41])([CH3:40])[CH3:39])=[O:36])[CH2:34][CH2:33]4)[C:11]=23)=[C:19]([F:25])[CH:20]=1 |f:3.4.5|. Procedure details: A 100 mL round-bottomed flask was charged with 4-(1-(4-methoxybenzyl)-3-iodo-1H-pyrazolo[3,4-b]pyridin-4-yloxy)-3-fluorobenzenamine (100.0 mg, 0.2040 mmol, prepared in Example 7, step B), tert-butyl piperazine-1-carboxylate (114.0 mg, 0.6119 mmol), copper(I)iodide (7.769 mg, 0.04079 mmol), (S)-pyrrolidine-2-carboxylic acid (9.393 mg, 0.08159 mmol), K2CO3 (140.9 mg, 1.020 mmol) and DMSO (10 mL). The reaction mixture was stirred at 100° C. for 4 hours. The reaction was cooled to room temperature a... The reactants are C(C)N1C=NC=C1 (1-Ethylimidazole), ClCC(CO)O (3-chloro-1,2-propanediol). Solvent: CO (CH3OH). Reaction conditions: time 48 hour. Yields the product [Cl-].OC(C[N+]1=CN(C=C1)CC)CO (1-(2,3-Dihydroxypropyl)-3-ethylimidazolium Chloride). Isolated yield 94.5%. As a reaction SMILES: [CH2:1]([N:3]1[CH:7]=[CH:6][N:5]=[CH:4]1)[CH3:2].[Cl:8][CH2:9][CH:10]([OH:13])[CH2:11][OH:12]>CO>[Cl-:8].[OH:13][CH:10]([CH2:11][OH:12])[CH2:9][N+:5]1[CH:6]=[CH:7][N:3]([CH2:1][CH3:2])[CH:4]=1 |f:3.4|. Procedure: 1-Ethylimidazole (2.40 g, 25.0 mmol) and 3-chloro-1,2-propanediol (2.76 g, 25.0 mmol) were stirred in a 130° C. oil bath for 48 h, after which the flask was placed under vacuum and stirring continued at 130° C. for another 48 h. The residue was then dissolved in CH3OH, transferred to a tared flask and concentrated to afford the product as a viscous brown oil (4.88 g, 94%). 1H NMR: δH ppm (400 MHz; DMSO-d6) 1.41 (t, J=7.24 Hz, 3H) 3.23 (dd, J=11.17, 6.96 Hz, 1H) 3.37-3.47 (m, 1H) 3.70-3.86 (m, 1H... Reactants: Cl, Cl, CC(=O)NCc1ccc(CN2CCOCC2)cc1. The product is NCc1ccc(CN2CCOCC2)cc1. Reaction SMILES: [ClH:1].[ClH:20].[O:2]1[CH2:3][CH2:4][N:5]([CH2:8][c:9]2[cH:10][cH:11][c:12]([CH2:15][NH:16][C:17](=[O:18])[CH3:19])[cH:13][cH:14]2)[CH2:6][CH2:7]1>>[O:2]1[CH2:3][CH2:4][N:5]([CH2:8][c:9]2[cH:10][cH:11][c:12]([CH2:15][NH2:16])[cH:13][cH:14]2)[CH2:6][CH2:7]1.